Task: describe an organic reaction: reactants, conditions, products, and yield. Dataset: the Open Reaction Database (ORD), a public repository of structured organic reaction records Reactants: Cc1ccccc1, OCCCN(CC(c1ccccc1)c1ccccc1)C(Cl)(c1ccccc1)C(F)(F)F, CC(C)OC(=O)N=NC(=O)OC(C)C, O=Cc1ccc(O)cc1, c1ccc(P(c2ccccc2)c2ccccc2)cc1. The product is O=Cc1ccc(OCCCN(CC(c2ccccc2)c2ccccc2)C(Cl)(c2ccccc2)C(F)(F)F)cc1. As a reaction SMILES: [CH3:74][c:75]1[cH:76][cH:77][cH:78][cH:79][cH:80]1.[Cl:1][C:2]([c:3]1[cH:4][cH:5][cH:6][cH:7][cH:8]1)([C:9]([F:10])([F:11])[F:12])[N:13]([CH2:14][CH2:15][CH2:16][OH:17])[CH2:18][CH:19]([c:20]1[cH:21][cH:22][cH:23][cH:24][cH:25]1)[c:26]1[cH:27][cH:28][cH:29][cH:30][cH:31]1.[O:60]=[C:61]([O:62][CH:63]([CH3:64])[CH3:65])[N:66]=[N:67][C:68]([O:69][CH:70]([CH3:71])[CH3:72])=[O:73].[OH:32][c:33]1[cH:34][cH:35][c:36]([CH:37]=[O:38])[cH:39][cH:40]1.[c:41]1([P:42]([c:43]2[cH:44][cH:45][cH:46][cH:47][cH:48]2)[c:49]2[cH:50][cH:51][cH:52][cH:53][cH:54]2)[cH:55][cH:56][cH:57][cH:58][cH:59]1>>[Cl:1][C:2]([c:3]1[cH:4][cH:5][cH:6][cH:7][cH:8]1)([C:9]([F:10])([F:11])[F:12])[N:13]([CH2:14][CH2:15][CH2:16][O:17][c:33]1[cH:34][cH:35][c:36]([CH:37]=[O:38])[cH:39][cH:40]1)[CH2:18][CH:19]([c:20]1[cH:21][cH:22][cH:23][cH:24][cH:25]1)[c:26]1[cH:27][cH:28][cH:29][cH:30][cH:31]1. As a reaction SMILES: [CH3:27][OH:28].[NH2:1][c:2]1[n:3][cH:4][n:5][n:6]2[c:7]1[c:8]([C:21]#[C:22][Si:23]([CH3:24])([CH3:25])[CH3:26])[cH:9][c:10]2[CH:11]1[C:12]([OH:13])([CH3:20])[CH:14]([OH:15])[CH:16]([CH2:18][OH:19])[O:17]1>>[NH2:1][c:2]1[n:3][cH:4][n:5][n:6]2[c:7]1[c:8]([C:21]#[CH:22])[cH:9][c:10]2[CH:11]1[C:12]([OH:13])([CH3:20])[CH:14]([OH:15])[CH:16]([CH2:18][OH:19])[O:17]1. Product: C#Cc1cc(C2OC(CO)C(O)C2(C)O)n2ncnc(N)c12. Starting materials: CO, CC1(O)C(c2cc(C#C[Si](C)(C)C)c3c(N)ncnn23)OC(CO)C1O. Reactants: C1(C=2C(C(N1CCS(=O)(=O)Cl)=O)=CC=CC2)=O (2-Phthalimidoethanesulfonyl chloride), N (ammonia). The solvent is O1CCOCC1 (dioxane), O (water). Product: C1(C=2C(C(N1CCS(=O)(=O)N)=O)=CC=CC2)=O (2-phthalimidoethanesulfonamide). RXN SMILES: [C:1]1(=[O:17])[N:5]([CH2:6][CH2:7][S:8](Cl)(=[O:10])=[O:9])[C:4](=[O:12])[C:3]2=[CH:13][CH:14]=[CH:15][CH:16]=[C:2]12.[NH3:18]>O1CCOCC1.O>[C:1]1(=[O:17])[N:5]([CH2:6][CH2:7][S:8]([NH2:18])(=[O:10])=[O:9])[C:4](=[O:12])[C:3]2=[CH:13][CH:14]=[CH:15][CH:16]=[C:2]12. Reported procedure: 2-Phthalimidoethanesulfonyl chloride (2.0 g) was added portion wise to a solution of 0.5 M of ammonia in dioxane (15 ml) and the solution obtained this way was stirred at room temperature. After 48 hours the reaction mixture was poured in water (50 ml) causing the title compound to precipitate. The product was collected by filtration. Yield: 1.52 g (83%) of a solid. 1H-NMR (DMSO-δ6) δ (ppm) 7.92-713 (m, 4H), 7.06 (s, 2H), 6.88-3.93 (m, 2H), 3.37-3.30 (m, 2H). Reactants: CC(C)(C)OC(=O)NC(Cc1cccs1)C(=O)O, Nc1ccc(I)cc1F, O=P(Cl)(Cl)Cl, c1ccncc1. The product is CC(C)(C)OC(=O)NC(Cc1cccs1)C(=O)Nc1ccc(I)cc1F. Reaction SMILES: [C:1]([CH3:2])([CH3:3])([CH3:4])[O:5][C:6](=[O:7])[NH:8][CH:9]([C:10](=[O:11])[OH:12])[CH2:13][c:14]1[s:15][cH:16][cH:17][cH:18]1.[F:19][c:20]1[c:21]([NH2:22])[cH:23][cH:24][c:25]([I:27])[cH:26]1.[P:28]([Cl:29])([Cl:30])([Cl:31])=[O:32].[cH:33]1[cH:34][cH:35][n:36][cH:37][cH:38]1>>[C:1]([CH3:2])([CH3:3])([CH3:4])[O:5][C:6](=[O:7])[NH:8][CH:9]([C:10](=[O:12])[NH:22][c:21]1[c:20]([F:19])[cH:26][c:25]([I:27])[cH:24][cH:23]1)[CH2:13][c:14]1[s:15][cH:16][cH:17][cH:18]1. Starting materials: [Br-], [Cu]I, Fc1ccc([Mg+])cc1, CC(C)=CC(=O)C(F)(F)F. The product is CC(C)(CC(=O)C(F)(F)F)c1ccc(F)cc1. Reaction SMILES: [Br-:11].[Cu:20][I:21].[F:12][c:13]1[cH:14][cH:15][c:16]([Mg+:19])[cH:17][cH:18]1.[F:1][C:2]([C:3]([CH:4]=[C:5]([CH3:6])[CH3:7])=[O:8])([F:9])[F:10]>>[F:1][C:2]([C:3]([CH2:4][C:5]([CH3:6])([CH3:7])[c:16]1[cH:15][cH:14][c:13]([F:12])[cH:18][cH:17]1)=[O:8])([F:9])[F:10]. The reactants are C[Si]1(CC2N(C2C1)S(=O)(=O)C1=CC=C(C=C1)C)C (3,3-dimethyl-6-[(4-methylphenyl)sulfonyl]-6-aza-3-silabicyclo[3.1.0]hexane), [H-].[Al+3].[Li+].[H-].[H-].[H-] (lithium aluminum hydride). The solvent is C1CCOC1 (THF). Conditions: time 8 hour. Yields the product C[Si]1(CC(CC1)NS(=O)(=O)C1=CC=C(C=C1)C)C (N-(1,1-dimethylsilolan-3-yl)-4-methylbenzenesulfonamide). As a reaction SMILES: [CH3:1][Si:2]1([CH3:18])[CH2:7][CH:6]2[CH:4]([N:5]2[S:8]([C:11]2[CH:16]=[CH:15][C:14]([CH3:17])=[CH:13][CH:12]=2)(=[O:10])=[O:9])[CH2:3]1.[H-].[Al+3].[Li+].[H-].[H-].[H-]>C1COCC1>[CH3:1][Si:2]1([CH3:18])[CH2:7][CH2:6][CH:4]([NH:5][S:8]([C:11]2[CH:16]=[CH:15][C:14]([CH3:17])=[CH:13][CH:12]=2)(=[O:10])=[O:9])[CH2:3]1 |f:1.2.3.4.5.6|. Procedure: To a 0° C. solution of 3,3-dimethyl-6-[(4-methylphenyl)sulfonyl]-6-aza-3-silabicyclo[3.1.0]hexane (0.5 g, 1.8 mmol) in THF (10 ml) was added lithium aluminum hydride (11.0M THF, 5.33 mL, 5.33 mol). After stirring at rt overnight, the reaction was quenched by the sequential addition of H2O (0.2 mL), 1N NaOH (0.2 mL), and H2O (0.6 mL). The mixture was filtered through a pad of celite and concentrated under vacuum. Purification by silica gel chromatography (20% EtOAc/hexanes) afforded the desired p...